From a dataset of the Open Reaction Database (ORD), a public repository of structured organic reaction records. describe an organic reaction: reactants, conditions, products, and yield Reactants: ClC=1C=NC=C(C1CC(=O)O)Cl ((3,5-dichloro-pyridin-4-yl)-acetic acid), C(=O)(N1C=NC=C1)N1C=NC=C1 (carbonyldiimidazole), COC=1C=C(C=CC1)C(CN)CCC (2-(3-methoxy-phenyl)-pentylamine). Run in C1CCOC1 (THF). Yields the product ClC=1C=NC=C(C1CC(=O)NCC(CCC)C1=CC(=CC=C1)OC)Cl (2-(3,5-Dichloro-pyridin-4-yl)-N-[2-(3-methoxy-phenyl)-pentyl]-acetamide). Yield: 97.0%. Reaction SMILES: [Cl:1][C:2]1[CH:3]=[N:4][CH:5]=[C:6]([Cl:12])[C:7]=1[CH2:8][C:9]([OH:11])=O.C(N1C=CN=C1)(N1C=CN=C1)=O.[CH3:25][O:26][C:27]1[CH:28]=[C:29]([CH:33]([CH2:36][CH2:37][CH3:38])[CH2:34][NH2:35])[CH:30]=[CH:31][CH:32]=1>C1COCC1>[Cl:12][C:6]1[CH:5]=[N:4][CH:3]=[C:2]([Cl:1])[C:7]=1[CH2:8][C:9]([NH:35][CH2:34][CH:33]([C:29]1[CH:30]=[CH:31][CH:32]=[C:27]([O:26][CH3:25])[CH:28]=1)[CH2:36][CH2:37][CH3:38])=[O:11]. Reported procedure: By working in a way similar to that described in example 4 but using (3,5-dichloro-pyridin-4-yl)-acetic acid (2.06 g, 10 mmoles), carbonyldiimidazole (1.78 g, 11 mmoles), THF (30 ml) and 2-(3-methoxy-phenyl)-pentylamine (1.93 g 10 mmoles), obtained as described in example 17, 3.7 g of the title compound were obtained (yield: 97%), m.p.: 97-98° C.